From a dataset of the Open Reaction Database (ORD), a public repository of structured organic reaction records. describe an organic reaction: reactants, conditions, products, and yield Yields the product CC=1N=C2SC=CN2C1C=1OCC(NN1)=O (2-(6-methylimidazo[2,1-b]thiazol-5-yl)-4,6-dihydro-1,3,4-oxadiazin-5-one). Starting materials: ClCC(=O)NNC(=O)C1=C(N=C2SC=CN21)C (N'-chloroacetyl-6-methylimidazo[2,1-b]thiazole-5-carbohydrazide), C([O-])([O-])=O.[K+].[K+] (potassium carbonate). Yield: 37.5%. Reaction SMILES: Cl[CH2:2][C:3]([NH:5][NH:6][C:7]([C:9]1[N:16]2[C:12]([S:13][CH:14]=[CH:15]2)=[N:11][C:10]=1[CH3:17])=[O:8])=[O:4].C(=O)([O-])[O-].[K+].[K+]>CN(C)C=O>[CH3:17][C:10]1[N:11]=[C:12]2[N:16]([C:9]=1[C:7]1[O:8][CH2:2][C:3](=[O:4])[NH:5][N:6]=1)[CH:15]=[CH:14][S:13]2 |f:1.2.3|. Reported procedure: A mixture of 16 g of N'-chloroacetyl-6-methylimidazo[2,1-b]thiazole-5-carbohydrazide and 14 g of potassium carbonate in 160 ml of dimethylformamide is stirred under heating at 50°-60° C. for 4 hours. After insoluble substances are filtered off, the dimethylformamide is distilled off and to residual oil is added ethanol. The precipitated crystals are collected by filtration and recrystallized from methanol to give 5.2 g of 2-(6-methylimidazo[2,1-b]thiazol-5-yl)-4,6-dihydro-1,3,4-oxadiazin-5-one a... Solvent: CN(C=O)C (dimethylformamide).